This data is from the Open Reaction Database (ORD), a public repository of structured organic reaction records. The task is: describe an organic reaction: reactants, conditions, products, and yield The reactants are C, CC(C=O)=Cc1ccc(C(C)(C)C)cc1, [H][H], O, [Pd]. The product is CC(C=O)Cc1ccc(C(C)(C)C)cc1. As a reaction SMILES: [C:18].[C:1]([CH3:2])([CH3:3])([CH3:4])[c:5]1[cH:6][cH:7][c:8]([CH:11]=[C:12]([CH3:13])[CH:14]=[O:15])[cH:9][cH:10]1.[H:16][H:17].[OH2:20].[Pd:19]>>[C:1]([CH3:2])([CH3:3])([CH3:4])[c:5]1[cH:6][cH:7][c:8]([CH2:11][CH:12]([CH3:13])[CH:14]=[O:15])[cH:9][cH:10]1. The reactants are C(C1=CC=CC=C1)OC(=O)N1CC(C(CCC1)N=[N+]=[N-])O (4-azido-3-hydroxy-azepane-1-carboxylic acid benzyl ester), N1(CCOCC1)C(CC(C(=O)O)CS(=O)(=O)CC1=CC=CC=C1)=O (4-morpholin-4-yl-4-oxo-2-benzylsulfonylmethyl-butyric acid). Yields the product C(C1=CC=CC=C1)OC(=O)N1CC(C(CCC1)NC(C(CC(=O)N1CCOCC1)CS(=O)(=O)CC1=CC=CC=C1)=O)=O (4-(4-morpholin-4-yl-4-oxo-2-benzylsulfonylmethyl-butyrylamino)-3-oxo-azepane-1-carboxylic acid benzyl ester). Reaction SMILES: [CH2:1]([O:8][C:9]([N:11]1[CH2:17][CH2:16][CH2:15][CH:14]([N:18]=[N+]=[N-])[CH:13]([OH:21])[CH2:12]1)=[O:10])[C:2]1[CH:7]=[CH:6][CH:5]=[CH:4][CH:3]=1.[N:22]1([C:28](=[O:45])[CH2:29][CH:30]([CH2:34][S:35]([CH2:38][C:39]2[CH:44]=[CH:43][CH:42]=[CH:41][CH:40]=2)(=[O:37])=[O:36])[C:31](O)=[O:32])[CH2:27][CH2:26][O:25][CH2:24][CH2:23]1>>[CH2:1]([O:8][C:9]([N:11]1[CH2:17][CH2:16][CH2:15][CH:14]([NH:18][C:31](=[O:32])[CH:30]([CH2:34][S:35]([CH2:38][C:39]2[CH:44]=[CH:43][CH:42]=[CH:41][CH:40]=2)(=[O:37])=[O:36])[CH2:29][C:28]([N:22]2[CH2:27][CH2:26][O:25][CH2:24][CH2:23]2)=[O:45])[C:13](=[O:21])[CH2:12]1)=[O:10])[C:2]1[CH:7]=[CH:6][CH:5]=[CH:4][CH:3]=1. Procedure details: The crude 4-amino-3-hydroxy-azepane-1-carboxylic acid benzyl ester was coupled to 4-morpholin-4-yl-4-oxo-2-benzylsulfonylmethyl-butyric acid and oxidized, as described above, to yield 4-(4-morpholin-4-yl-4-oxo-2-benzylsulfonylmethyl-butyrylamino)-3-oxo-azepane-1-carboxylic acid benzyl ester; 1H NMR: (DMSO) 8.46–8.42 (m, 1H), 7.44–7.24 (m, 10H), 5.18–5.04 (m, 2H), 4.52–4.33 (m, 4H), 4.04–3.76 (m, 2H), 3.58–3.30 (m, 11H), 3.11–3.03 (m, 1H), 2.96–2.78 (m, 1H), 2.72–2.57 (m, 1H), 1.84–1.55 (m, 4H); ... Yields the product N1C=CC2=CC=C(C=C12)C=1C=C2C=CC(=CC2=CC1)NC(=O)C1=CSC=C1 (N-(6-(1H-indol-6-yl)naphthalen-2-yl)thiophene-3-carboxamide). Isolated yield 22.0%. Reagents/catalysts: [Pd] (palladium). Procedure: 6-bromo-1H-indole (28.8 mg, 0.147 mmol), N-(6-(4,4,5,5-tetramethyl-1,3,2-dioxaborolan-2-yl)naphthalen-2-yl)thiophene-3-carboxamide (109.2 mg, 0.288 mmol), Fibercat palladium catalyst (Johnson-Matthey, 55.5 mg), and K2CO3 (2 M in water, 0.50 ml, 1.0 mmol) were combined in a microwave reaction vessel and 1,4-dioxane (1.5 ml) was added. The reaction tube was sealed and heated in the microwave (CEM microwave) at 60 Watts and 80 C for 20 minutes. The reaction was then cooled to room temperature, dilu... Run in O (water). As a reaction SMILES: Br[C:2]1[CH:10]=[C:9]2[C:5]([CH:6]=[CH:7][NH:8]2)=[CH:4][CH:3]=1.CC1(C)C(C)(C)OB([C:19]2[CH:20]=[C:21]3[C:26](=[CH:27][CH:28]=2)[CH:25]=[C:24]([NH:29][C:30]([C:32]2[CH:36]=[CH:35][S:34][CH:33]=2)=[O:31])[CH:23]=[CH:22]3)O1.C([O-])([O-])=O.[K+].[K+].O1CCOCC1>[Pd].O>[NH:8]1[C:9]2[C:5](=[CH:4][CH:3]=[C:2]([C:19]3[CH:20]=[C:21]4[C:26](=[CH:27][CH:28]=3)[CH:25]=[C:24]([NH:29][C:30]([C:32]3[CH:36]=[CH:35][S:34][CH:33]=3)=[O:31])[CH:23]=[CH:22]4)[CH:10]=2)[CH:6]=[CH:7]1 |f:2.3.4|. Reactants: BrC1=CC=C2C=CNC2=C1 (6-bromo-1H-indole), CC1(OB(OC1(C)C)C=1C=C2C=CC(=CC2=CC1)NC(=O)C1=CSC=C1)C (N-(6-(4,4,5,5-tetramethyl-1,3,2-dioxaborolan-2-yl)naphthalen-2-yl)thiophene-3-carboxamide), C(=O)([O-])[O-].[K+].[K+] (K2CO3), O1CCOCC1 (1,4-dioxane).